This data is from the Open Reaction Database (ORD), a public repository of structured organic reaction records. The task is: describe an organic reaction: reactants, conditions, products, and yield The reactants are BrC=1C=C(C(=NC1)N1CCOCC1)N (5-bromo-2-morpholinopyridin-3-amine), [Li+].C[Si](C)(C)[N-][Si](C)(C)C (LHMDS), C1(CCCCC1)P(C1=C(C=CC=C1)C1=C(C=C(C=C1C(C)C)C(C)C)C(C)C)C1CCCCC1 (dicyclohexyl(2′,4′,6′-triisopropylbiphenyl-2-yl)phosphine), CC1NCCOC1 (3-methylmorpholine). The reagents and catalysts are C=1C=CC(=CC1)/C=C/C(=O)/C=C/C2=CC=CC=C2.C=1C=CC(=CC1)/C=C/C(=O)/C=C/C2=CC=CC=C2.C=1C=CC(=CC1)/C=C/C(=O)/C=C/C2=CC=CC=C2.[Pd].[Pd] (Pd2dba3). The solvent is O (water), C1CCOC1 (THF), C1CCOC1 (THF). Conditions: temperature 65 celsius, time 2.25 hour. Yields the product CC1COCCN1C=1C=C(C(=NC1)N1CCOCC1)N (5-(3-methylmorpholino)-2-morpholinopyridin-3-amine). As a reaction SMILES: Br[C:2]1[CH:3]=[C:4]([NH2:14])[C:5]([N:8]2[CH2:13][CH2:12][O:11][CH2:10][CH2:9]2)=[N:6][CH:7]=1.C1(P(C2CCCCC2)C2C=CC=CC=2C2C(C(C)C)=CC(C(C)C)=CC=2C(C)C)CCCCC1.[CH3:49][CH:50]1[CH2:55][O:54][CH2:53][CH2:52][NH:51]1.[Li+].C[Si]([N-][Si](C)(C)C)(C)C>C1COCC1.C1C=CC(/C=C/C(/C=C/C2C=CC=CC=2)=O)=CC=1.C1C=CC(/C=C/C(/C=C/C2C=CC=CC=2)=O)=CC=1.C1C=CC(/C=C/C(/C=C/C2C=CC=CC=2)=O)=CC=1.[Pd].[Pd].O>[CH3:49][CH:50]1[N:51]([C:2]2[CH:3]=[C:4]([NH2:14])[C:5]([N:8]3[CH2:13][CH2:12][O:11][CH2:10][CH2:9]3)=[N:6][CH:7]=2)[CH2:52][CH2:53][O:54][CH2:55]1 |f:3.4,6.7.8.9.10|. Procedure details: To a stirred solution of 5-bromo-2-morpholinopyridin-3-amine (0.5 g, 1.94 mmol), dicyclohexyl(2′,4′,6′-triisopropylbiphenyl-2-yl)phosphine (0.074 g, 0.16 mmol), Pd2dba3 (0.071 g, 0.08 mmol) and 3-methylmorpholine (0.98 g, 9.7 mmol) in THF (3.9 mL). To this mixture was added LHMDS in THF (1.0 M, 10.65 mL, 10.65 mmol) and the resulting reaction was heated to 65° C. The reaction was stirred for 2.25 h. After which, the reaction was cooled to rt and then poured into water (50 mL) and extracted with ... The reactants are Fc1cccc(C=C(Br)Br)c1, O=C([O-])O, [Li]CCCC, C1CCOC1, COC(=O)Cl, [Na+]. Yields the product COC(=O)C#Cc1cccc(F)c1. Reaction SMILES: [Br:1][C:2](=[CH:3][c:4]1[cH:5][c:6]([F:10])[cH:7][cH:8][cH:9]1)[Br:11].[C:27](=[O:28])([OH:29])[O-:30].[CH2:12]([Li:13])[CH2:14][CH2:15][CH3:16].[CH2:22]1[O:23][CH2:24][CH2:25][CH2:26]1.[Cl:17][C:18](=[O:19])[O:20][CH3:21].[Na+:31]>>[C:2](#[C:3][c:4]1[cH:5][c:6]([F:10])[cH:7][cH:8][cH:9]1)[C:18](=[O:19])[O:20][CH3:21]. The reactants are CCc1nn(-c2cccc(C=Cc3ccc(Cl)cc3)c2)c(CC)c1C(=O)O, C1CCN(C2CCNCC2)C1. Yields the product CCc1nn(-c2cccc(C=Cc3ccc(Cl)cc3)c2)c(CC)c1C(=O)N1CCC(N2CCCC2)CC1. As a reaction SMILES: [Cl:1][c:2]1[cH:3][cH:4][c:5]([CH:8]=[CH:9][c:10]2[cH:11][c:12](-[n:16]3[n:17][c:18]([CH2:26][CH3:27])[c:19]([C:23](=[O:24])[OH:25])[c:20]3[CH2:21][CH3:22])[cH:13][cH:14][cH:15]2)[cH:6][cH:7]1.[N:28]1([CH:33]2[CH2:34][CH2:35][NH:36][CH2:37][CH2:38]2)[CH2:29][CH2:30][CH2:31][CH2:32]1>>[Cl:1][c:2]1[cH:3][cH:4][c:5]([CH:8]=[CH:9][c:10]2[cH:11][c:12](-[n:16]3[n:17][c:18]([CH2:26][CH3:27])[c:19]([C:23](=[O:24])[N:36]4[CH2:35][CH2:34][CH:33]([N:28]5[CH2:29][CH2:30][CH2:31][CH2:32]5)[CH2:38][CH2:37]4)[c:20]3[CH2:21][CH3:22])[cH:13][cH:14][cH:15]2)[cH:6][cH:7]1. Reactants: CC=1N=C2SC3=C(N2C(C1C1=CC=C(C=C1)C(F)(F)F)=O)C=CC=C3 (2-Methyl-3-[4-(trifluoromethyl)phenyl]-4H-pyrimido[2,1-b][1,3]benzothiazol-4-one), C1(CC1)COC1=C(C=O)C=CC=C1OC (2-Cyclopropylmethoxy-3-methoxybenzaldehyde), [O-]CC.[Na+] (sodium ethoxide). Solvent: C(C)O (ethanol). Product: C1C(C1)COC1=C(C=CC=C1OC)/C=C/C=1N=C2N(C(C1C1=CC=C(C=C1)C(F)(F)F)=O)C1=C(S2)C=CC=C1 (2-{(E)-2-[(2-Cyclopropylmethoxy)-3-methoxyphenyl]-1-ethenyl}-3-(4-trifluoro methyl-phenyl)-4H-benzo[4,5][1,3]thiazolo-[3,2-a]pyrimidin-4-one). Isolated yield 42.3%. RXN SMILES: [CH3:1][C:2]1[N:3]=[C:4]2[N:8]([C:9](=[O:21])[C:10]=1[C:11]1[CH:16]=[CH:15][C:14]([C:17]([F:20])([F:19])[F:18])=[CH:13][CH:12]=1)[C:7]1[CH:22]=[CH:23][CH:24]=[CH:25][C:6]=1[S:5]2.[CH:26]1([CH2:29][O:30][C:31]2[C:38]([O:39][CH3:40])=[CH:37][CH:36]=[CH:35][C:32]=2[CH:33]=O)[CH2:28][CH2:27]1.[O-]CC.[Na+]>C(O)C>[CH2:27]1[CH2:28][CH:26]1[CH2:29][O:30][C:31]1[C:38]([O:39][CH3:40])=[CH:37][CH:36]=[CH:35][C:32]=1/[CH:33]=[CH:1]/[C:2]1[N:3]=[C:4]2[S:5][C:6]3[CH:25]=[CH:24][CH:23]=[CH:22][C:7]=3[N:8]2[C:9](=[O:21])[C:10]=1[C:11]1[CH:12]=[CH:13][C:14]([C:17]([F:18])([F:19])[F:20])=[CH:15][CH:16]=1 |f:2.3|. Procedure: The title compound was synthesized by condensation of Intermediate 23 (250 mg, 0.690 mmol) with 2-Cyclopropylmethoxy-3-methoxybenzaldehyde (200 mg, 0.970 mmol) in presence of sodium ethoxide (94 mg, 1.380 mmol) in ethanol (15 ml) according to the procedure outlined in Example 24 to give 160 mg of the desired product as a pale yellow solid; 1H NMR (300 MHz, DMSO-d6) δ 0.28-0.30 (m, 2H), 0.51-0.53 (m, 2H), 0.90-1.01 (m, 1H), 3.69 (d, J=7.5 Hz, 2H), 3.77 (s, 3H), 6.92 (d, J=15.6 Hz, 2H), 6.98-7.00 ...